From a dataset of the Open Reaction Database (ORD), a public repository of structured organic reaction records. describe an organic reaction: reactants, conditions, products, and yield Starting materials: FC1=CC=C(C=C1)C(CCCCN1CCC(CC1)C=1C=C(C=CC1)NC(C(C)C)=O)=O (N-(3-{1-[5-(4-fluorophenyl)-5-oxopentyl]-4-piperidinyl}phenyl)-2-methylpropanamide), Cl.C1(=CC=CC2=CC=CC=C12)NN (1-naphthylhydrazine hydrochloride). Product: FC1=CC=C(C=C1)C=1NC2=C3C(=CC=C2C1CCCN1CCC(CC1)C=1C=C(C=CC1)NC(C(C)C)=O)C=CC=C3 (N-[3-(1-{3-[2-(4-FLUOROPHENYL)-1H-BENZO[G]INDOL-3-YL]PROPYL}-4-PIPERIDINYL)PHENYL]-2-METHYLPROPANAMIDE). RXN SMILES: [F:1][C:2]1[CH:7]=[CH:6][C:5]([C:8](=O)[CH2:9][CH2:10][CH2:11][CH2:12][N:13]2[CH2:18][CH2:17][CH:16]([C:19]3[CH:20]=[C:21]([NH:25][C:26](=[O:30])[CH:27]([CH3:29])[CH3:28])[CH:22]=[CH:23][CH:24]=3)[CH2:15][CH2:14]2)=[CH:4][CH:3]=1.Cl.[C:33]1([NH:43]N)[C:42]2[C:37](=[CH:38][CH:39]=[CH:40][CH:41]=2)[CH:36]=[CH:35][CH:34]=1>>[F:1][C:2]1[CH:7]=[CH:6][C:5]([C:8]2[NH:43][C:33]3[C:34]([C:9]=2[CH2:10][CH2:11][CH2:12][N:13]2[CH2:18][CH2:17][CH:16]([C:19]4[CH:20]=[C:21]([NH:25][C:26](=[O:30])[CH:27]([CH3:29])[CH3:28])[CH:22]=[CH:23][CH:24]=4)[CH2:15][CH2:14]2)=[CH:35][CH:36]=[C:37]2[CH:38]=[CH:39][CH:40]=[CH:41][C:42]=32)=[CH:4][CH:3]=1 |f:1.2|. Reported procedure: Prepared by Procedure E and Scheme M using N-(3-{1-[5-(4-fluorophenyl)-5-oxopentyl]-4-piperidinyl}phenyl)-2-methylpropanamide and 1-naphthylhydrazine hydrochloride: ESMS m/e: 548.2 (M+H)+. Reactants: O=C(O)CCC(O)=NBr, ClC(Cl)(Cl)Cl, CCCCOc1ccc2occ(C=O)c(=O)c2c1, CO. Yields the product CCCCOc1ccc2occ(C(=O)OC)c(=O)c2c1. Reaction SMILES: [Br:19][N:20]=[C:21]([OH:22])[CH2:23][CH2:26][C:24](=[O:25])[OH:27].[C:30]([Cl:31])([Cl:32])([Cl:33])[Cl:34].[CH2:1]([CH2:2][CH2:3][CH3:4])[O:5][c:6]1[cH:7][c:8]2[c:9](=[O:18])[c:10]([CH:16]=[O:17])[cH:11][o:12][c:13]2[cH:14][cH:15]1.[CH3:28][OH:29]>>[CH2:1]([CH2:2][CH2:3][CH3:4])[O:5][c:6]1[cH:7][c:8]2[c:9](=[O:18])[c:10]([C:16](=[O:17])[O:25][CH3:24])[cH:11][o:12][c:13]2[cH:14][cH:15]1. Starting materials: IC1=C(N=C2N1C=CC=C2OC)C(C)C (3-iodo-2-isopropyl-8-methoxyimidazo[1,2-a]pyridine), FC=1C=CC\2=C(OCC3=C(/C2=C(\C#N)/C)C=CC(=C3)C=O)C1 ((E)-2-(3-fluoro-8-formyldibenzo[b,e]oxepin-11(6H)-ylidene)propanenitrile). The product is FC=1C=CC\2=C(OCC3=C(/C2=C(\C#N)/C)C=CC(=C3)C(C3=C(N=C2N3C=CC=C2OC)C(C)C)O)C1 ((E)-2-{3-fluoro-8-[hydroxy(2-isopropyl-8-methoxyimidazo[1,2-a]pyridin-3-yl)methyl]dibenzo[b,e]oxepin-11(6H)-ylidene}propanenitrile). The yield is 34.6%. As a reaction SMILES: I[C:2]1[N:6]2[CH:7]=[CH:8][CH:9]=[C:10]([O:11][CH3:12])[C:5]2=[N:4][C:3]=1[CH:13]([CH3:15])[CH3:14].[F:16][C:17]1[CH:18]=[CH:19][C:20]2=[C:21]([CH:37]=1)[O:22][CH2:23][C:24]1[CH:34]=[C:33]([CH:35]=[O:36])[CH:32]=[CH:31][C:25]=1/[C:26]/2=[C:27](/[CH3:30])\[C:28]#[N:29]>>[F:16][C:17]1[CH:18]=[CH:19][C:20]2=[C:21]([CH:37]=1)[O:22][CH2:23][C:24]1[CH:34]=[C:33]([CH:35]([OH:36])[C:2]3[N:6]4[CH:7]=[CH:8][CH:9]=[C:10]([O:11][CH3:12])[C:5]4=[N:4][C:3]=3[CH:13]([CH3:15])[CH3:14])[CH:32]=[CH:31][C:25]=1/[C:26]/2=[C:27](/[CH3:30])\[C:28]#[N:29]. Procedure: [step 3] Using 3-iodo-2-isopropyl-8-methoxyimidazo[1,2-a]pyridine (600 mg, 1.90 mmol) obtained in step 2 and (E)-2-(3-fluoro-8-formyldibenzo[b,e]oxepin-11(6H)-ylidene)propanenitrile (278 mg, 0.95 mmol) obtained in Reference Example 5, and in the same manner as in Reference Example 8A, step 3, (E)-2-{3-fluoro-8-[hydroxy(2-isopropyl-8-methoxyimidazo[1,2-a]pyridin-3-yl)methyl]dibenzo[b,e]oxepin-11(6H)-ylidene}propanenitrile (159 mg, 35%) was obtained. Starting materials: C(C)(C)(C)OC(=O)N1CC=CC1 (N-t-butoxycarbonyl-3-pyrroline), C[N+]1(CCOCC1)[O-] (NMO), O1CCCC1 (tetrahydrofuran). The reagents and catalysts are O=[Os](=O)(=O)=O (OsO4). Run in C(C)(C)(C)O (t-butanol), O (water). Yields the product C(C)(C)(C)OC(=O)N1C[C@H]([C@H](C1)O)O (cis-N-t-Butoxycarbonylpyrrolidine-3,4-diol). RXN SMILES: [C:1]([O:5][C:6]([N:8]1[CH2:12]C=CC1)=[O:7])([CH3:4])([CH3:3])[CH3:2].C[N+]1([O-])CC[O:17]CC1.[O:21]1[CH2:25][CH2:24][CH2:23]C1>C(O)(C)(C)C.O.O=[Os](=O)(=O)=O>[C:1]([O:5][C:6]([N:8]1[CH2:23][C@H:24]([OH:17])[C@H:25]([OH:21])[CH2:12]1)=[O:7])([CH3:4])([CH3:3])[CH3:2]. Procedure: To a solution of N-t-butoxycarbonyl-3-pyrroline (69.3 g) and NMO (72.2 g) in tetrahydrofuran (340 mL), t-butanol (210 mL) and water (100 mL) was added OsO4 (2.5% solution in t-butanol, 4.8 mL), the mixture was heated under reflux for 2.5 hours, and then concentrated in vacuo. After dilution of the residue with brine, the mixture was extracted with ethyl acetate. The organic extracts were concentrated in vacuo. Flash chromatography (silica, hexane:ethyl acetate=1:1) of the residue gave Starting materials: C12COCC(COC1)N2C2=NC=C(C(=O)NC1=CC=C(C=C1)OC(F)(F)F)C=C2Br (6-(3,7-dioxa-9-azabicyclo[3.3.1]nonan-9-yl)-5-bromo-N-(4-(trifluoromethoxy)phenyl)nicotinamide), N1=CN=CC(=C1)B(O)O (pyrimidin-5-ylboronic acid). Yields the product C12COCC(COC1)N2C2=NC=C(C(=O)NC1=CC=C(C=C1)OC(F)(F)F)C=C2C=2C=NC=NC2 (6-(3,7-Dioxa-9-azabicyclo[3.3.1]nonan-9-yl)-5-(pyrimidin-5-yl)-N-(4-(trifluoromethoxy)phenyl)nicotinamide). As a reaction SMILES: [CH:1]12[N:9]([C:10]3[C:29](Br)=[CH:28][C:13]([C:14]([NH:16][C:17]4[CH:22]=[CH:21][C:20]([O:23][C:24]([F:27])([F:26])[F:25])=[CH:19][CH:18]=4)=[O:15])=[CH:12][N:11]=3)[CH:5]([CH2:6][O:7][CH2:8]1)[CH2:4][O:3][CH2:2]2.[N:31]1[CH:36]=[C:35](B(O)O)[CH:34]=[N:33][CH:32]=1>>[CH:1]12[N:9]([C:10]3[C:29]([C:35]4[CH:36]=[N:31][CH:32]=[N:33][CH:34]=4)=[CH:28][C:13]([C:14]([NH:16][C:17]4[CH:22]=[CH:21][C:20]([O:23][C:24]([F:27])([F:26])[F:25])=[CH:19][CH:18]=4)=[O:15])=[CH:12][N:11]=3)[CH:5]([CH2:6][O:7][CH2:8]1)[CH2:4][O:3][CH2:2]2. Procedure details: The title compound was prepared in an analogous fashion to that described in Example 133 using 6-(3,7-dioxa-9-azabicyclo[3.3.1]nonan-9-yl)-5-bromo-N-(4-(trifluoromethoxy)phenyl)nicotinamide (Stage 150.1) and pyrimidin-5-ylboronic acid to afford a solid. HPLC (Condition 4) tR=5.08 min, UPLC-MS (Condition 3) tR=1.00 min, m/z=488.2 [M+H]+. Starting materials: FC1=CC=C(CC=2NC(=NN2)C2=NC=C3C=CC=NC3=C2O)C=C1 (7-[5-(4-Fluorobenzyl)-4H-1,2,4-triazol-3-yl]-1,6-naphthyridin-8-ol), OC=1C(=NC=C2C=CC=NC12)C#N (8-hydroxy-1,6-naphthyridine-7-carbonitrile). Product: FC1=CC=C(C=C1)CC(=O)NN (2-(4-fluorophenyl)acetic hydrazide), FC1=CC=C(CC=2NC(=NN2)C2=NC=C3C=CC=NC3=C2O)C=C1 (7-[5-(4-Fluorobenzyl)-4H-1,2,4-triazol-3-yl]-1,6-naphthyridin-8-ol). Isolated yield 16.0%. RXN SMILES: [F:1][C:2]1[CH:24]=[CH:23][C:5]([CH2:6][C:7]2[NH:8][C:9]([C:12]3[C:21]([OH:22])=[C:20]4[C:15]([CH:16]=[CH:17][CH:18]=[N:19]4)=[CH:14][N:13]=3)=[N:10][N:11]=2)=[CH:4][CH:3]=1.[OH:25]C1C(C#N)=NC=C2C=1N=CC=C2>>[F:1][C:2]1[CH:24]=[CH:23][C:5]([CH2:6][C:7]([NH:11][NH2:10])=[O:25])=[CH:4][CH:3]=1.[F:1][C:2]1[CH:3]=[CH:4][C:5]([CH2:6][C:7]2[NH:8][C:9]([C:12]3[C:21]([OH:22])=[C:20]4[C:15]([CH:16]=[CH:17][CH:18]=[N:19]4)=[CH:14][N:13]=3)=[N:10][N:11]=2)=[CH:23][CH:24]=1. Reported procedure: 7-[5-(4-Fluorobenzyl)-4H-1,2,4-triazol-3-yl]-1,6-naphthyridin-8-ol. In a similar manner to that described in example 1 from of 8-hydroxy-1,6-naphthyridine-7-carbonitrile (30 mg, 0.18 mmol) and 2-(4-fluorophenyl)acetic hydrazide (147 mg, 0.90 mmol) was formed the title compound (9 mg, 16%) as a yellow solid. 1H NMR (CDCl3/CD3OD): δ 9.14 (m, 1 H), 8.80 (s, 1 H), 8.28 (m, 1 H), 7.61 (dd, J=8.4, 4.5 Hz, 1 H), 7.33 (dd, J=8.7, 5.7 Hz, 2 H), 6.99 (t, J=8.7 Hz, 2 H), 4.17 (s, 2 H); 9F NMR (CDCl3/CD3OD)... Starting materials: C(C)OC(=C)[Sn](CCCC)(CCCC)CCCC ((1-Ethoxyvinyl)-tributylstannane), ClC=1N=C(C2=C(N1)C=CS2)Cl (2,4-dichloro-thieno[3,2-d]pyrimidine), C(=O)([O-])[O-].[K+].[K+] (K2CO3). Reagents/catalysts: Cl[Pd]([P](C1=CC=CC=C1)(C2=CC=CC=C2)C3=CC=CC=C3)([P](C4=CC=CC=C4)(C5=CC=CC=C5)C6=CC=CC=C6)Cl (PdCl2(PPh3)2). Run in O1CCOCC1 (1,4-dioxane), O1CCOCC1 (1,4-dioxane), O (water). Conditions: temperature 100 celsius, time 30 minute. Yields the product ClC=1N=C(C2=C(N1)C=CS2)C(=C)OCC (2-chloro-4-(1′-ethoxy-vinyl)-thieno[3,2-d]pyrimidine). The yield is 64.9%. RXN SMILES: [Cl:1][C:2]1[N:3]=[C:4](Cl)[C:5]2[S:10][CH:9]=[CH:8][C:6]=2[N:7]=1.C([O-])([O-])=O.[K+].[K+].[CH2:18]([O:20][C:21]([Sn](CCCC)(CCCC)CCCC)=[CH2:22])[CH3:19]>O1CCOCC1.O.Cl[Pd](Cl)([P](C1C=CC=CC=1)(C1C=CC=CC=1)C1C=CC=CC=1)[P](C1C=CC=CC=1)(C1C=CC=CC=1)C1C=CC=CC=1>[Cl:1][C:2]1[N:3]=[C:4]([C:18]([O:20][CH2:21][CH3:22])=[CH2:19])[C:5]2[S:10][CH:9]=[CH:8][C:6]=2[N:7]=1 |f:1.2.3,^1:45,64|. Procedure: To a solution of Example 2 (3.0 g, 14.6 mmol) in 1,4-dioxane (200 mL) was added a solution of K2CO3 (4.0 g, 29.3 mmol) in water (40 mL). The almost clear solution was placed under nitrogen atmosphere and (1-Ethoxyvinyl)-tributylstannane (5.0 mL, 14.6 mmol) and PdCl2(PPh3)2 (500 mg, 0.731 mmol). The mixture was heated to 100° C. and stirred at 100° C. for 30 min under nitrogen atmosphere. After cooling to room temp. the 1,4-dioxane was removed i. vac. The residue was re-dissolved in DCM (100 mL) ...